This data is from the Open Reaction Database (ORD), a public repository of structured organic reaction records. The task is: describe an organic reaction: reactants, conditions, products, and yield Starting materials: CN1C(NC(C=2N(C=NC12)CCCCC(C)=O)=O)=O (3-methyl-7-(5-oxohexyl)-xanthine), S(O)(O)(=O)=O (sulphuric acid), [OH-].[Na+] (sodium hydroxide), CCCBr (n-propyl bromide). Solvent: O (water), CO (methanol). The product is C(CC)N1C(=O)N(C=2N=CN(C2C1=O)CCCCC(C)=O)C (1-n-Propyl-3-methyl-7-(5-oxohexyl)-xanthine). Yield: 85.0%. RXN SMILES: [CH3:1][N:2]1[C:10]2[N:9]=[CH:8][N:7]([CH2:11][CH2:12][CH2:13][CH2:14][C:15](=[O:17])[CH3:16])[C:6]=2[C:5](=[O:18])[NH:4][C:3]1=[O:19].[OH-].[Na+].[CH3:22][CH2:23][CH2:24]Br.S(=O)(=O)(O)O>O.CO>[CH2:22]([N:4]1[C:5](=[O:18])[C:6]2[N:7]([CH2:11][CH2:12][CH2:13][CH2:14][C:15](=[O:17])[CH3:16])[CH:8]=[N:9][C:10]=2[N:2]([CH3:1])[C:3]1=[O:19])[CH2:23][CH3:24] |f:1.2|. Reported procedure: A suspension of 79.2 g of 3-methyl-7-(5-oxohexyl)-xanthine in a mixture of 120 g of water and 72 g of methanol is brought into solution by the addition of 18 g of sodium hydroxide at about 60° C. 55.5 g of n-propyl bromide are then added. After boiling under reflux for 24 hours, the reaction mixture is treated with 1 ml of concentrated sulphuric acid and cooled. Unreacted 3-methyl-7-(5-oxohexyl)-xanthine is filtered off and the alcohol is distilled off in vacuo. The remaining solution is made al... Starting materials: [N+](=O)([O-])C1=CC=C(C=C1)C=1N=CNC1 (4-(4-nitro-phenyl)-imidazole), [K].CC(C)([O-])C (potassium tert.butoxide), CI (methyliodide). Solvent: CS(=O)C (DMSO). Yields the product CN1C=NC(=C1)C1=CC=C(C=C1)[N+](=O)[O-] (1-methyl-4-(4-nitro-phenyl)-imidazole). As a reaction SMILES: [N+:1]([C:4]1[CH:9]=[CH:8][C:7]([C:10]2[N:11]=[CH:12][NH:13][CH:14]=2)=[CH:6][CH:5]=1)([O-:3])=[O:2].[K].[CH3:16]C(C)([O-])C.CI>CS(C)=O>[CH3:16][N:13]1[CH:14]=[C:10]([C:7]2[CH:6]=[CH:5][C:4]([N+:1]([O-:3])=[O:2])=[CH:9][CH:8]=2)[N:11]=[CH:12]1 |f:1.2,^1:14|. Reported procedure: Prepared by reacting 4-(4-nitro-phenyl)-imidazole in DMSO with potassium-tert.butoxide at 0° C. and then with methyliodide at 20-25° C.